From a dataset of the Open Reaction Database (ORD), a public repository of structured organic reaction records. describe an organic reaction: reactants, conditions, products, and yield The reactants are ClC1=CC=C(C=C1)C(=O)C=O (4-chloro-phenylglyoxal), C(C1=CC=CC=C1)(=O)CC(=O)OCC (ethyl benzoylacetate), N1CCCCC1 (piperidine), O (water). Procedure details: A solution containing 13.5 g of 4-chloro-phenylglyoxal and 15.4 g of ethyl benzoylacetate in 100 ml of anhydrous benzene was heated at the boiling temperature in the presence of a catalytic amount of piperidine (0.3 ml), till complete azeotropic distillation of the water formed during the reaction (about 6 hours). Reaction SMILES: [Cl:1][C:2]1[CH:7]=[CH:6][C:5]([C:8]([CH:10]=O)=[O:9])=[CH:4][CH:3]=1.[C:12]([CH2:20][C:21]([O:23][CH2:24][CH3:25])=[O:22])(=[O:19])[C:13]1[CH:18]=[CH:17][CH:16]=[CH:15][CH:14]=1.N1CCCCC1.O>C1C=CC=CC=1>[C:12]([C:20](=[CH:10][C:8](=[O:9])[C:5]1[CH:4]=[CH:3][C:2]([Cl:1])=[CH:7][CH:6]=1)[C:21]([O:23][CH2:24][CH3:25])=[O:22])(=[O:19])[C:13]1[CH:18]=[CH:17][CH:16]=[CH:15][CH:14]=1. Solvent: C1=CC=CC=C1 (benzene). The product is C(C1=CC=CC=C1)(=O)C(C(=O)OCC)=CC(C1=CC=C(C=C1)Cl)=O (ethyl α-benzoyl-β-(4-chlorobenzoyl)-acrylate). The solvent is CO (MeOH). Isolated yield 99.0%. Run at time 8 hour. Yields the product N[C@@H](CC1=CC(=C(C=C1)O)C(C)(C)C)C(=O)N (Tyr(3-tBu)-NH2). As a reaction SMILES: [NH2:1][C@H:2]([C:15]([O:17]C)=O)[CH2:3][C:4]1[CH:9]=[CH:8][C:7]([OH:10])=[C:6]([C:11]([CH3:14])([CH3:13])[CH3:12])[CH:5]=1.[NH3:19]>CO>[NH2:1][C@H:2]([C:15]([NH2:19])=[O:17])[CH2:3][C:4]1[CH:9]=[CH:8][C:7]([OH:10])=[C:6]([C:11]([CH3:14])([CH3:13])[CH3:12])[CH:5]=1. Reactants: N[C@@H](CC1=CC(=C(C=C1)O)C(C)(C)C)C(=O)OC (Tyr(3-tBu)-OCH3), N (ammonia). Reported procedure: To a solution of Tyr(3-tBu)-OCH3 (1.5 g, 5.97 mmol) in MeOH (10 ml), aqueous ammonia (10 ml) was added and stirred at room temperature overnight. The mixture was evaporated to remove the solvent under reduced pressure and the thus obtained residue was subjected to silica gel column chromatography (developing solvent: methylene chloride:methanol=10:1), giving Tyr(3-tBu)-NH2 (1.4 g, 99%). The reactants are crude product, ClC=1C(=NC=CN1)OC1=CC=C(C=C1)NC1=NC=CC=C1F (N-(4-(3-chloropyrazin-2-yloxy)phenyl)-3-fluoropyridin-2-amine), O1CCC(=CC1)B1OC(C(O1)(C)C)(C)C (2-(3,6-dihydro-2H-pyran-4-yl)-4,4,5,5-tetramethyl-1,3,2-dioxaborolane), trans-dichlorobis(triphenylphosphine) palladium (II), C([O-])([O-])=O.[Na+].[Na+] (sodium carbonate). Solvent: COCCOC (DME), O (Water). Yields the product O1CCC(=CC1)C=1C(=NC=CN1)OC1=CC=C(C=C1)NC1=NC=CC=C1F (N-(4-(3-(3,6-dihydro-2H-pyran-4-yl)pyrazin-2-yloxy)phenyl)-3-fluoropyridin-2-amine). Procedure details: To a glass microwave vial was added N-(4-(3-chloropyrazin-2-yloxy)phenyl)-3-fluoropyridin-2-amine (0.2824 g, 0.892 mmol), 2-(3,6-dihydro-2H-pyran-4-yl)-4,4,5,5-tetramethyl-1,3,2-dioxaborolane (0.281 g, 1.337 mmol), trans-dichlorobis(triphenylphosphine) palladium (II) (0.050 g, 0.071 mmol), and sodium carbonate (0.473 g, 4.46 mmol) in DME (2.378 mL) and Water (0.594 mL). The reaction mixture was stirred and heated in a Discover® model microwave reactor (CEM, Matthews, N.C.) at 100° C. for 20 min ... Conditions: temperature 100 celsius. RXN SMILES: Cl[C:2]1[C:3]([O:8][C:9]2[CH:14]=[CH:13][C:12]([NH:15][C:16]3[C:21]([F:22])=[CH:20][CH:19]=[CH:18][N:17]=3)=[CH:11][CH:10]=2)=[N:4][CH:5]=[CH:6][N:7]=1.[O:23]1[CH2:28][CH:27]=[C:26](B2OC(C)(C)C(C)(C)O2)[CH2:25][CH2:24]1.C(=O)([O-])[O-].[Na+].[Na+]>COCCOC.O>[O:23]1[CH2:24][CH:25]=[C:26]([C:2]2[C:3]([O:8][C:9]3[CH:14]=[CH:13][C:12]([NH:15][C:16]4[C:21]([F:22])=[CH:20][CH:19]=[CH:18][N:17]=4)=[CH:11][CH:10]=3)=[N:4][CH:5]=[CH:6][N:7]=2)[CH2:27][CH2:28]1 |f:2.3.4|.